This data is from the Open Reaction Database (ORD), a public repository of structured organic reaction records. The task is: describe an organic reaction: reactants, conditions, products, and yield Reactants: C(C)OC(=O)C1=C(N=C(S1)C1=CC(=CC=C1)C(F)(F)F)C (4-methyl-2-(3-trifluoromethyl-phenyl)-thiazole-5-carboxylic acid ethyl ester), [H-].[Al+3].[Li+].[H-].[H-].[H-] (lithium aluminum hydride). The product is CC=1N=C(SC1CO)C1=CC(=CC=C1)C(F)(F)F ([4-methyl-2-(3-trifluoromethyl-phenyl)-thiazol-5-yl]-methanol). As a reaction SMILES: C([O:3][C:4]([C:6]1[S:10][C:9]([C:11]2[CH:16]=[CH:15][CH:14]=[C:13]([C:17]([F:20])([F:19])[F:18])[CH:12]=2)=[N:8][C:7]=1[CH3:21])=O)C.[H-].[Al+3].[Li+].[H-].[H-].[H-]>>[CH3:21][C:7]1[N:8]=[C:9]([C:11]2[CH:16]=[CH:15][CH:14]=[C:13]([C:17]([F:20])([F:18])[F:19])[CH:12]=2)[S:10][C:6]=1[CH2:4][OH:3] |f:1.2.3.4.5.6|. Procedure details: In analogy to the procedure described in example 8 c], 4-methyl-2-(3-trifluoromethyl-phenyl)-thiazole-5-carboxylic acid ethyl ester was reduced with lithium aluminum hydride to give [4-methyl-2-(3-trifluoromethyl-phenyl)-thiazol-5-yl]-methanol as colorless liquid. The reactants are C(C)(=O)OC1=C(C(=C(C(=C1C)C)O)C(C)=O)C (3-acetyl-4-hydroxy-2,5,6-trimethyl-phenyl acetate), C1(CCC1)=O (cyclobutanone). Reagents/catalysts: N1CCCCC1 (piperidine). The solvent is xylenes, C(C)(=O)OCC (ethyl acetate). Run at temperature 180 celsius, time 20 minute. The product is C(C)(=O)OC=1C(=C2C(CC3(CCC3)OC2=C(C1C)C)=O)C (5,7,8-trimethyl-4-oxo-3,4-dihydrospiro[chromene-2,1′-cyclobutan]-6-yl acetate). As a reaction SMILES: [C:1]([O:4][C:5]1[C:10]([CH3:11])=[C:9]([CH3:12])[C:8]([OH:13])=[C:7]([C:14](=[O:16])[CH3:15])[C:6]=1[CH3:17])(=[O:3])[CH3:2].[C:18]1(=O)[CH2:21][CH2:20][CH2:19]1>N1CCCCC1.C(OCC)(=O)C>[C:1]([O:4][C:5]1[C:6]([CH3:17])=[C:7]2[C:8](=[C:9]([CH3:12])[C:10]=1[CH3:11])[O:13][C:18]1([CH2:21][CH2:20][CH2:19]1)[CH2:15][C:14]2=[O:16])(=[O:3])[CH3:2]. Procedure details: A solution of the crude 3-acetyl-4-hydroxy-2,5,6-trimethyl-phenyl acetate prepared as in Step 1 (1.0 g), cyclobutanone (415 mg) and piperidine (10 drops) in xylenes (2 mL) was heated at 180° C. for 5 min and then 230° C. for 20 min using a microwave. The solution was diluted with ethyl acetate, washed with water and brine, dried, evaporated, and chromatographed (silica gel, hexane-ethyl acetate 3% to 8%) to give 354 mg of 5,7,8-trimethyl-4-oxo-3,4-dihydrospiro[chromene-2,1′-cyclobutan]-6-yl acet... Reactants: CC(=O)c1ccc(NCc2ccc(C(OC3CCCCO3)c3cccc(C#N)c3)cc2)c(C)c1O, CO, Cl. Product: CC(=O)c1ccc(NCc2ccc(C(O)c3cccc(C#N)c3)cc2)c(C)c1O. RXN SMILES: [C:1]([CH3:2])(=[O:3])[c:4]1[c:5]([OH:35])[c:6]([CH3:34])[c:7]([NH:10][CH2:11][c:12]2[cH:13][cH:14][c:15]([CH:18]([c:19]3[cH:20][c:21]([C:22]#[N:23])[cH:24][cH:25][cH:26]3)[O:27][CH:28]3[CH2:29][CH2:30][CH2:31][CH2:32][O:33]3)[cH:16][cH:17]2)[cH:8][cH:9]1.[CH3:37][OH:38].[ClH:36]>>[C:1]([CH3:2])(=[O:3])[c:4]1[c:5]([OH:35])[c:6]([CH3:34])[c:7]([NH:10][CH2:11][c:12]2[cH:13][cH:14][c:15]([CH:18]([c:19]3[cH:20][c:21]([C:22]#[N:23])[cH:24][cH:25][cH:26]3)[OH:27])[cH:16][cH:17]2)[cH:8][cH:9]1. Reactants: NC=1N=C(N(C1C(=O)OC)CC1=CC=C(C=C1)C1=C(C=CC=C1)C1=NN=NN1C(C1=CC=CC=C1)(C1=CC=CC=C1)C1=CC=CC=C1)CCCC (4-amino-2 butyl 5 carbomethoxy-1-[(2'-(N-triphenylmethyltetrazol-5-yl)biphen-4-yl)methyl]imidazole), [H-].[Na+] (sodium hydride), CN(C)C=O (DMF), C(C)(=O)OCC (ethyl acetate). The reagents and catalysts are CI (methyl iodide), C(C)(=O)O (acetic acid). Reaction conditions: time 15 minute. Yields the product C(CCC)C=1N(C(=C(N1)N(C)C)C(=O)OC)CC1=CC=C(C=C1)C1=C(C=CC=C1)C1=NN=NN1C(C1=CC=CC=C1)(C1=CC=CC=C1)C1=CC=CC=C1 (2-butyl-5-carbomethoxy-4-(dimethylamino)-1-(2'-(N-triphenylmethyltetrazol-5-yl)biphen-4-yl)methylimidazole). As a reaction SMILES: NC1[N:3]=[C:4]([CH2:48][CH2:49][CH2:50][CH3:51])[N:5]([CH2:11][C:12]2[CH:17]=[CH:16][C:15]([C:18]3[CH:23]=[CH:22][CH:21]=[CH:20][C:19]=3[C:24]3[N:28]([C:29]([C:42]4[CH:47]=[CH:46][CH:45]=[CH:44][CH:43]=4)([C:36]4[CH:41]=[CH:40][CH:39]=[CH:38][CH:37]=4)[C:30]4[CH:35]=[CH:34][CH:33]=[CH:32][CH:31]=4)[N:27]=[N:26][N:25]=3)=[CH:14][CH:13]=2)C=1C(OC)=O.[H-].[Na+].[C:54]([O:57][CH2:58]C)(=[O:56])[CH3:55].[CH3:60][N:61]([CH:63]=O)[CH3:62]>CI.C(O)(=O)C>[CH2:48]([C:4]1[N:5]([CH2:11][C:12]2[CH:13]=[CH:14][C:15]([C:18]3[CH:23]=[CH:22][CH:21]=[CH:20][C:19]=3[C:24]3[N:28]([C:29]([C:30]4[CH:35]=[CH:34][CH:33]=[CH:32][CH:31]=4)([C:42]4[CH:43]=[CH:44][CH:45]=[CH:46][CH:47]=4)[C:36]4[CH:37]=[CH:38][CH:39]=[CH:40][CH:41]=4)[N:27]=[N:26][N:25]=3)=[CH:16][CH:17]=2)[C:55]([C:54]([O:57][CH3:58])=[O:56])=[C:63]([N:61]([CH3:62])[CH3:60])[N:3]=1)[CH2:49][CH2:50][CH3:51] |f:1.2|. Reported procedure: To a solution of 103 mg (0.15 mmol) 2-butyl-4-amino-5-carbomethoxy-1-(2'-(N-triphenylmethyltetra-zol-5-yl)-biphen-4-yl)methylimidazole (Example 1, Step I) in 1 mL dry DMF at room temperature was added 7 mg sodium hydride/oil dispersion (60% dispersion; 0.18 mmol, 1.1 eq). After 15 minutes at room temperature, two drops of methyl iodide were added and the mixture capped tightly and stirred at room temperature for 16 hours. Two drops of glacial acetic acid were added and the mixture diluted into 2... Starting materials: COc1ccccc1CCC(=O)Cl, COc1ccccc1CCC(=O)N=C=S, COc1cc2nccc(Oc3ccc(N)cc3)c2cc1OC, COc1ccccc1CCC(=O)O, CCO, Cc1ccccc1, O=S(Cl)Cl. The product is COc1ccccc1CCC(=O)NC(=S)Nc1ccc(Oc2ccnc3cc(OC)c(OC)cc23)cc1. RXN SMILES: [CH3:18][O:19][c:20]1[cH:21][cH:22][cH:23][cH:24][c:25]1[CH2:26][CH2:27][C:28]([Cl:29])=[O:30].[CH3:31][O:32][c:33]1[c:34]([CH2:39][CH2:40][C:41](=[O:42])[N:43]=[C:44]=[S:45])[cH:35][cH:36][cH:37][cH:38]1.[CH3:46][O:47][c:48]1[cH:49][c:50]2[c:51]([O:60][c:61]3[cH:62][cH:63][c:64]([NH2:65])[cH:66][cH:67]3)[cH:52][cH:53][n:54][c:55]2[cH:56][c:57]1[O:58][CH3:59].[CH3:5][O:6][c:7]1[cH:8][cH:9][cH:10][cH:11][c:12]1[CH2:13][CH2:14][C:15]([OH:16])=[O:17].[CH3:68][CH2:69][OH:70].[CH3:71][c:72]1[cH:73][cH:74][cH:75][cH:76][cH:77]1.[S:1]([Cl:2])([Cl:3])=[O:4]>>[CH3:31][O:32][c:33]1[c:34]([CH2:39][CH2:40][C:41](=[O:42])[NH:43][C:44](=[S:45])[NH:65][c:64]2[cH:63][cH:62][c:61]([O:60][c:51]3[c:50]4[cH:49][c:48]([O:47][CH3:46])[c:57]([O:58][CH3:59])[cH:56][c:55]4[n:54][cH:53][cH:52]3)[cH:67][cH:66]2)[cH:35][cH:36][cH:37][cH:38]1. Starting materials: N1C=NC=C1 (imidazole), [H-].[Na+] (sodium hydride), COC(=O)C1=C(C2=C(S1)C=CC(=C2)CCl)C (5-chloromethyl-3-methylbenzo[b]thiophene-2-carboxylic acid methyl ester). The solvent is CN(C=O)C (N,N-dimethylformamide), CN(C=O)C (N,N-dimethylformamide). Reaction conditions: time 30 minute. The product is COC(=O)C1=C(C2=C(S1)C=CC(=C2)CC=2NC=CN2)C (5-(1-imidazolylmethyl)-3-methylbenzo[b]thiophene-2-carboxylic acid methyl ester). The yield is 32.5%. Reaction SMILES: [NH:1]1[CH:5]=[CH:4][N:3]=[CH:2]1.[H-].[Na+].[CH3:8][O:9][C:10]([C:12]1[S:16][C:15]2[CH:17]=[CH:18][C:19]([CH2:21]Cl)=[CH:20][C:14]=2[C:13]=1[CH3:23])=[O:11]>CN(C)C=O>[CH3:8][O:9][C:10]([C:12]1[S:16][C:15]2[CH:17]=[CH:18][C:19]([CH2:21][C:2]3[NH:1][CH:5]=[CH:4][N:3]=3)=[CH:20][C:14]=2[C:13]=1[CH3:23])=[O:11] |f:1.2|. Procedure: To a solution of imidazole (0.23 g.) in dry N,N-dimethylformamide (10 ml.) was added sodium hydride (0.17 g. of 50% dispersion in mineral oil) and the mixture was stirred for 30 minutes. A solution of 5-chloromethyl-3-methylbenzo[b]thiophene-2-carboxylic acid methyl ester (0.82 g.) in dry N,N-dimethylformamide (10 ml.) was then added dropwise with stirring and the resulting mixture was stirred at room temperature for 2.5 hours and then evaporated. The residue was poured into water and the mixtur...